This data is from the Open Reaction Database (ORD), a public repository of structured organic reaction records. The task is: describe an organic reaction: reactants, conditions, products, and yield Starting materials: CCCCN(CCCC)CCCN, ClCCl, CCCNC(=O)c1ccc(C)c(-c2nc(S(C)=O)nc3c2CNC(=O)N3c2c(F)cccc2F)c1. Product: CCCCN(CCCC)CCCNc1nc(-c2cc(C(=O)NCCC)ccc2C)c2c(n1)N(c1c(F)cccc1F)C(=O)NC2. Reaction SMILES: [CH2:36]([CH2:37][CH2:38][CH3:39])[N:40]([CH2:41][CH2:42][CH2:43][NH2:44])[CH2:45][CH2:46][CH2:47][CH3:48].[Cl:49][CH2:50][Cl:51].[F:1][c:2]1[c:3]([N:9]2[C:10](=[O:35])[NH:11][CH2:12][c:13]3[c:14]2[n:15][c:16]([S:32]([CH3:33])=[O:34])[n:17][c:18]3-[c:19]2[cH:20][c:21]([C:22](=[O:23])[NH:24][CH2:25][CH2:26][CH3:27])[cH:28][cH:29][c:30]2[CH3:31])[c:4]([F:8])[cH:5][cH:6][cH:7]1>>[F:1][c:2]1[c:3]([N:9]2[C:10](=[O:35])[NH:11][CH2:12][c:13]3[c:14]2[n:15][c:16]([NH:44][CH2:43][CH2:42][CH2:41][N:40]([CH2:36][CH2:37][CH2:38][CH3:39])[CH2:45][CH2:46][CH2:47][CH3:48])[n:17][c:18]3-[c:19]2[cH:20][c:21]([C:22](=[O:23])[NH:24][CH2:25][CH2:26][CH3:27])[cH:28][cH:29][c:30]2[CH3:31])[c:4]([F:8])[cH:5][cH:6][cH:7]1. Starting materials: CN1CCN(CC1)C=1C=C(C=CC1)O (3-(4-methylpiperazin-1-yl)phenol), C([O-])([O-])=O.[Na+].[Na+] (sodium carbonate), NC=1C=CC=C2C=C(C=CC12)O (8-aminonaphthalen-3-ol), 2-chloro-N-(2-chlorethyl)-N-methylethananine hydrochloride. The solvent is C(CCC)O (1-butanol). Yields the product CN1CCN(CC1)C=1C=CC=C2C=C(C=CC12)O (8-(4-methylpiperazin-1-yl)naphthalen-3-ol). Yield: 37.0%. Reaction SMILES: [CH3:1][N:2]1[CH2:7][CH2:6][N:5]([C:8]2[CH:9]=[C:10](O)[CH:11]=[CH:12][CH:13]=2)[CH2:4][CH2:3]1.NC1C=CC=[C:20]2C=1C=[CH:23][C:22]([OH:26])=[CH:21]2.C(=O)([O-])[O-].[Na+].[Na+]>C(O)CCC>[CH3:1][N:2]1[CH2:7][CH2:6][N:5]([C:8]2[CH:13]=[CH:12][CH:11]=[C:10]3[C:9]=2[CH:20]=[CH:21][C:22]([OH:26])=[CH:23]3)[CH2:4][CH2:3]1 |f:2.3.4|. Procedure details: Compound 53A is prepared according to the same procedure as that for 13A, using the following reactants: 8-aminonaphthalen-3-ol (10 g, 62.8 mmol), 2-chloro-N-(2-chlorethyl)-N-methylethananine hydrochloride (11.8 g, 62.8 mmol), sodium carbonate (3.32 g, 31.4 mmol), 1-butanol (200 ml). The reactants are FC1=CC=C(C=C1)C1=NC(=CC(=C1/C=C/C(CC(CC(=O)OC)=O)O)C(C)C)C1=CC=CC=C1 ((E)-7-[2-(4-fluorophenyl)-4-(1-methylethyl)-6-phenyl-3-pyridinyl]-5-hydroxy-3-oxo-6-heptenoic acid, methyl ester), C(C)B(CC)CC (triethylborane), [BH4-].[Na+] (NaBH4), CO (methanol). The solvent is C1CCOC1 (THF). Run at time 30 minute. Product: 6E, FC1=CC=C(C=C1)C1=NC(=CC(=C1C=CC(CC(CC(=O)OC)O)O)C(C)C)C1=CC=CC=C1 (7-[2-(4-fluorophenyl)-4-(1-methylethyl)-6-phenyl-3-pyridinyl]-3,5-dihydroxy-6-heptenoic acid, methyl ester). The yield is 86.8%. As a reaction SMILES: [F:1][C:2]1[CH:7]=[CH:6][C:5]([C:8]2[C:13](/[CH:14]=[CH:15]/[CH:16]([OH:25])[CH2:17][C:18](=[O:24])[CH2:19][C:20]([O:22][CH3:23])=[O:21])=[C:12]([CH:26]([CH3:28])[CH3:27])[CH:11]=[C:10]([C:29]3[CH:34]=[CH:33][CH:32]=[CH:31][CH:30]=3)[N:9]=2)=[CH:4][CH:3]=1.C(B(CC)CC)C.[BH4-].[Na+].CO>C1COCC1>[F:1][C:2]1[CH:3]=[CH:4][C:5]([C:8]2[C:13]([CH:14]=[CH:15][CH:16]([OH:25])[CH2:17][CH:18]([OH:24])[CH2:19][C:20]([O:22][CH3:23])=[O:21])=[C:12]([CH:26]([CH3:28])[CH3:27])[CH:11]=[C:10]([C:29]3[CH:30]=[CH:31][CH:32]=[CH:33][CH:34]=3)[N:9]=2)=[CH:6][CH:7]=1 |f:2.3|. Procedure details: A solution of (E)-7-[2-(4-fluorophenyl)-4-(1-methylethyl)-6-phenyl-3-pyridinyl]-5-hydroxy-3-oxo-6-heptenoic acid, methyl ester (182 mg, 0.39 mmol) in THF (5.5 ml) was treated with triethylborane (1.0N in THF, 830 ul, 0.83 mmol). Twenty milliliters of air was bubbled through the solution and the mixture was stirred at room temperature for 30 minutes. The solution was cooled to -78° C. and treated with NaBH4 (15.0 mg, 0.40 mmol) followed by dropwise addition of dry methanol (0.9 ml). After stirrin... The reactants are O1CCOC2=C1C=CC(=C2)SC2=C(C=C(C=C2)\C=C\C(=O)N2CC(N(CC2)C(=O)OC)C(=O)OC)C(F)(F)F ((Benzodioxan-6-yl)[2-trifluoromethyl-4-(E-((3-carbomethoxy-4 methoxycarbonylpiperazin-1-yl)carbonyl)ethenyl)phenyl]sulfide), [OH-].[Na+].CCO (NaOH EtOH). Product: O1CCOC2=C1C=CC(=C2)SC2=C(C=C(C=C2)\C=C\C(=O)N2CC(N(CC2)C(=O)OC)C(=O)O)C(F)(F)F ((Benzodioxan-6-yl)[2-trifluoromethyl-4-(E-((3-carboxy-4-methoxycarbonylpiperazin-1-yl)carbonyl)ethenyl)phenyl]sulfide). Reaction SMILES: [O:1]1[C:6]2[CH:7]=[CH:8][C:9]([S:11][C:12]3[CH:17]=[CH:16][C:15](/[CH:18]=[CH:19]/[C:20]([N:22]4[CH2:27][CH2:26][N:25]([C:28]([O:30][CH3:31])=[O:29])[CH:24]([C:32]([O:34]C)=[O:33])[CH2:23]4)=[O:21])=[CH:14][C:13]=3[C:36]([F:39])([F:38])[F:37])=[CH:10][C:5]=2[O:4][CH2:3][CH2:2]1.[OH-].[Na+].CCO>>[O:1]1[C:6]2[CH:7]=[CH:8][C:9]([S:11][C:12]3[CH:17]=[CH:16][C:15](/[CH:18]=[CH:19]/[C:20]([N:22]4[CH2:27][CH2:26][N:25]([C:28]([O:30][CH3:31])=[O:29])[CH:24]([C:32]([OH:34])=[O:33])[CH2:23]4)=[O:21])=[CH:14][C:13]=3[C:36]([F:37])([F:39])[F:38])=[CH:10][C:5]=2[O:4][CH2:3][CH2:2]1 |f:1.2.3|. Reported procedure: The title compound was prepared by hydrolysis of the compound of Example 269 under basic conditions (aq. NaOH/EtOH). 1H NMR (DMSO-d6, 300 MHz) δ 2.60-3.30 (m, 3H), 3.40-3.50 (m, 1H), 3.62 (d, J=12.0 Hz, 1H), 3.80 (m, 1H), 4.25-4.35 (m, 4H), 4.55 (m, 1H), 7.00 (s, 2H), 7.00-7.06 (m, 1H), 7.25 (m, 2H), 7.5 (m, 1H), 7.80 (m, 1H), 8.10 (m, 1H). MS (APCI) m/z 553 (M+H)+. Calcd. Anal. C24H23F3N2O5.1.55H2O: C, 54.35; H, 4.20; N, 5.07. Found: C, 54.16; H, 4.19; N, 4.96.